This data is from the Open Reaction Database (ORD), a public repository of structured organic reaction records. The task is: describe an organic reaction: reactants, conditions, products, and yield The reactants are ClC=1C(=C(C(=C(C1C#N)C#N)Cl)Cl)Cl (tetrachlorophthalonitrile), OC1=CC=C(C(=O)OC)C=C1 (methyl 4-hydroxybenzoate), C([O-])([O-])=O.[K+].[K+] (potassium carbonate), C(C)#N (acetonitrile). The solvent is C(C)(=O)OCC (ethyl acetate). The product is ClC1=C(OC2=CC=C(C(=O)OC)C=C2)C(=C(C(=C1Cl)C#N)C#N)Cl (methyl 4-(2,3,6-trichloro-4,5-dicyano-phenoxy)benzoate). As a reaction SMILES: [Cl:1][C:2]1[C:3](Cl)=[C:4]([Cl:13])[C:5]([Cl:12])=[C:6]([C:10]#[N:11])[C:7]=1[C:8]#[N:9].[OH:15][C:16]1[CH:25]=[CH:24][C:19]([C:20]([O:22][CH3:23])=[O:21])=[CH:18][CH:17]=1.C(=O)([O-])[O-].[K+].[K+].C(#N)C>C(OCC)(=O)C>[Cl:13][C:4]1[C:5]([Cl:12])=[C:6]([C:10]#[N:11])[C:7]([C:8]#[N:9])=[C:2]([Cl:1])[C:3]=1[O:15][C:16]1[CH:17]=[CH:18][C:19]([C:20]([O:22][CH3:23])=[O:21])=[CH:24][CH:25]=1 |f:2.3.4|. Procedure: To a 250 mL flask, 4.8 g of tetrachlorophthalonitrile, 3.98 g of methyl 4-hydroxybenzoate, 5 g of potassium carbonate (K2CO3), and 55 mL of acetonitrile are added, followed by heating for 12 hours while refluxing. After completion of the reaction, 30 mL of ethyl acetate is added and filtered to remove the solvent. To the obtained solid, a suitable amount of dichloromethane is added to dissolve the solid, followed by adding hexane for crystallization. The obtained solid is filtered and dried unde... Reactants: BrC1=C2C=CNC2=CC(=C1)C#N (4-bromo-1H-indole-6-carbonitrile), CC#N (MeCN), CC(C)N1N=CC=C1C(=O)NC=1C2=CN(N=C2C=C(C1)B1OC(CC(O1)(C)C)(C)C)C1OCCCC1 (1-(1-Methylethyl)-N-[2-(tetrahydro-2H-pyran-2-yl)-6-(4,4,6,6-tetramethyl-1,3,2-dioxaborinan-2-yl)-2H-indazol-4-yl]-1H-pyrazole-5-carboxamide), [O-]P([O-])(=O)OP(=O)([O-])OP(=O)([O-])[O-].[K+].[K+].[K+].[K+].[K+] (potassium triphosphate). Reagents/catalysts: Cl[Pd]C1=C(C=CC=C1)C1=C(C=CC=C1)N(C)C.[C@@H]12C(C[C@@H](CC1)C2)PC2[C@H]1CC[C@@H](C2)C1 (chloro[2′-(dimethylamino)-2-biphenylyl]palladium (1R,4S)-bicyclo[2.2.1]hept-2-yl[(1S,4R)-bicyclo[2.2.1]hept-2-yl]phosphane). Run in O1CCOCC1 (1,4-Dioxane), O1CCOCC1 (1,4-Dioxane), O (water). Reaction conditions: time 1 hour. The product is C(#N)C1=CC(=C2C=CNC2=C1)C1=CC(=C2C=NNC2=C1)NC(=O)C1=CC=NN1C(C)C (N-[6-(6-Cyano-1H-indol-4-yl)-1H-indazol-4-yl]-1-(1-methylethyl)-1H-pyrazole-5-carboxamide). Yield: 15.6%. RXN SMILES: [CH3:1][CH:2]([N:4]1[C:8]([C:9]([NH:11][C:12]2[C:13]3[C:17]([CH:18]=[C:19](B4OC(C)(C)CC(C)(C)O4)[CH:20]=2)=[N:16][N:15](C2CCCCO2)[CH:14]=3)=[O:10])=[CH:7][CH:6]=[N:5]1)[CH3:3].Br[C:38]1[CH:46]=[C:45]([C:47]#[N:48])[CH:44]=[C:43]2[C:39]=1[CH:40]=[CH:41][NH:42]2.[O-]P(OP(OP([O-])([O-])=O)([O-])=O)(=O)[O-].[K+].[K+].[K+].[K+].[K+].CC#N>O1CCOCC1.O.Cl[Pd]C1C=CC=CC=1C1C=CC=CC=1N(C)C.[C@H]12C[C@H](CC1)CC2PC1C[C@H]2C[C@@H]1CC2>[C:47]([C:45]1[CH:44]=[C:43]2[C:39]([CH:40]=[CH:41][NH:42]2)=[C:38]([C:19]2[CH:18]=[C:17]3[C:13]([CH:14]=[N:15][NH:16]3)=[C:12]([NH:11][C:9]([C:8]3[N:4]([CH:2]([CH3:3])[CH3:1])[N:5]=[CH:6][CH:7]=3)=[O:10])[CH:20]=2)[CH:46]=1)#[N:48] |f:2.3.4.5.6.7,11.12|. Procedure: 1-(1-Methylethyl)-N-[2-(tetrahydro-2H-pyran-2-yl)-6-(4,4,6,6-tetramethyl-1,3,2-dioxaborinan-2-yl)-2H-indazol-4-yl]-1H-pyrazole-5-carboxamide (49 mg, 0.1 mmol) was dissolved in 1,4-Dioxane (0.4 mL) and added to 4-bromo-1H-indole-6-carbonitrile (22 mg, 0.1 mmol, available from Sinova) in a microwave vessel. 1,4-Dioxane (0.4 ml) was added followed by chloro[2′-(dimethylamino)-2-biphenylyl]palladium-(1R,4S)-bicyclo[2.2.1]hept-2-yl[(1S,4R)-bicyclo[2.2.1]hept-2-yl]phosphane (1:1) (Solvias catalyst, 2 ... Reactants: C(C)(C)(C)OC(=O)N1C2CCC(C1C(C(CC1=CC=CC=C1)NC(C)=O)O)C2COC (3-(2-acetylamino-1-hydroxy-3-phenylpropyl)-7-methoxymethyl-2-azabicyclo[2.2.1]heptane-2-carboxylic acid tert-butyl ester), Cl (hydrochloric acid). The solvent is O1CCCC1 (tetrahydrofuran). Conditions: time 5 hour. Product: Cl.C(C1=CC=CC=C1)C(C(C1NC2CCC1C2COC)O)NC(C)=O (N-[1-Benzyl-2-hydroxy-2-(7-methoxymethyl-2-azabicyclo[2,2,1]hept-3-yl)-ethyl]-acetamide hydrochloride), Cl (hydrochloric acid). As a reaction SMILES: C(OC([N:8]1[CH:13]([CH:14]([OH:27])[CH:15]([NH:23][C:24](=[O:26])[CH3:25])[CH2:16][C:17]2[CH:22]=[CH:21][CH:20]=[CH:19][CH:18]=2)[CH:12]2[CH:28]([CH2:29][O:30][CH3:31])[CH:9]1[CH2:10][CH2:11]2)=O)(C)(C)C.[ClH:32]>O1CCCC1>[ClH:32].[CH2:16]([CH:15]([NH:23][C:24](=[O:26])[CH3:25])[CH:14]([OH:27])[CH:13]1[CH:12]2[CH:28]([CH2:29][O:30][CH3:31])[CH:9]([CH2:10][CH2:11]2)[NH:8]1)[C:17]1[CH:18]=[CH:19][CH:20]=[CH:21][CH:22]=1.[ClH:32] |f:3.4|. Procedure: Cool a solution of 3-(2-acetylamino-1-hydroxy-3-phenylpropyl)-7-methoxymethyl-2-azabicyclo[2.2.1]heptane-2-carboxylic acid tert-butyl ester (Isomer 1) (0.044 g, 0.102 mmol) in tetrahydrofuran (1 mL) and add a solution of hydrochloric acid (2.0 mL, 4 M in 1,4-dioxane). Stir the mixture for 5 h at room temperature, concentrate and purify (silica gel chromatography, eluting with 2 M ammonia in 5:95 to 10:90 methanol:dichloromethane) to give the title compound after treatment with the same equivalen... Reactants: CN(C)C=O, CCOC(C)=O, O=C(Cl)C(=O)Cl, CC(C)(C#N)c1cccc(C(=O)O)c1Cl, CC(=O)Nc1nc2ccc(Oc3cccc(N)c3)c(C#N)c2s1, C1CCOC1. The product is CC(=O)Nc1nc2ccc(Oc3cccc(NC(=O)c4cccc(C(C)(C)C#N)c4Cl)c3)c(C#N)c2s1. RXN SMILES: [CH3:22][N:23]([CH3:24])[CH:25]=[O:26].[CH3:55][CH2:56][O:57][C:58](=[O:59])[CH3:60].[Cl:16][C:17]([C:18]([Cl:19])=[O:20])=[O:21].[Cl:1][c:2]1[c:3]([C:4](=[O:5])[OH:6])[cH:7][cH:8][cH:9][c:10]1[C:11]([CH3:12])([CH3:13])[C:14]#[N:15].[NH2:27][c:28]1[cH:29][c:30]([O:31][c:32]2[c:33]([C:45]#[N:46])[c:34]3[c:35]([n:36][c:37]([NH:39][C:40]([CH3:41])=[O:42])[s:38]3)[cH:43][cH:44]2)[cH:47][cH:48][cH:49]1.[O:50]1[CH2:51][CH2:52][CH2:53][CH2:54]1>>[Cl:1][c:2]1[c:3]([C:4](=[O:6])[NH:27][c:28]2[cH:29][c:30]([O:31][c:32]3[c:33]([C:45]#[N:46])[c:34]4[c:35]([n:36][c:37]([NH:39][C:40]([CH3:41])=[O:42])[s:38]4)[cH:43][cH:44]3)[cH:47][cH:48][cH:49]2)[cH:7][cH:8][cH:9][c:10]1[C:11]([CH3:12])([CH3:13])[C:14]#[N:15]. Starting materials: CCOC(C)=O, [H][H], COC(=O)c1cc(O)c(OC)cc1[N+](=O)[O-]. Product: COC(=O)c1cc(O)c(OC)cc1N. RXN SMILES: [CH3:19][CH2:20][O:21][C:22]([CH3:23])=[O:24].[H:17][H:18].[OH:1][c:2]1[c:3]([O:15][CH3:16])[cH:4][c:5]([N+:12]([O-:13])=[O:14])[c:6]([C:7](=[O:8])[O:9][CH3:10])[cH:11]1>>[OH:1][c:2]1[c:3]([O:15][CH3:16])[cH:4][c:5]([NH2:12])[c:6]([C:7](=[O:8])[O:9][CH3:10])[cH:11]1.